Dataset: the Open Reaction Database (ORD), a public repository of structured organic reaction records. Task: describe an organic reaction: reactants, conditions, products, and yield The reactants are C[S+](C)(C)=O, CC(C)(C)[O-], CS(C)=O, Cl, C=C(C(=O)OC(C)(C)C)c1ccc([N+](=O)[O-])cc1F, [I-], [K+]. Product: CC(C)(C)OC(=O)C1(c2ccc([N+](=O)[O-])cc2F)CC1. RXN SMILES: [CH3:21][S+:22]([CH3:23])([CH3:24])=[O:25].[CH3:26][C:27]([CH3:28])([O-:29])[CH3:30].[CH3:33][S:34](=[O:35])[CH3:36].[ClH:32].[F:1][c:2]1[c:3]([C:11]([C:12](=[O:13])[O:14][C:15]([CH3:16])([CH3:17])[CH3:18])=[CH2:19])[cH:4][cH:5][c:6]([N+:8](=[O:9])[O-:10])[cH:7]1.[I-:20].[K+:31]>>[F:1][c:2]1[c:3]([C:11]2([C:12](=[O:13])[O:14][C:15]([CH3:16])([CH3:17])[CH3:18])[CH2:19][CH2:21]2)[cH:4][cH:5][c:6]([N+:8](=[O:9])[O-:10])[cH:7]1. Starting materials: [AlH4-].[Li+] (Lithium tetrahydroaluminate), NC1(CCC2(OCCO2)CC1)C(=O)O (8-amino-1,4-dioxaspiro[4.5]decane-8-carboxylic acid). The solvent is O1CCCC1 (tetrahydrofuran). Run at temperature 0 celsius. The product is NC1(CCC2(OCCO2)CC1)CO ((8-Amino-1,4-dioxaspiro[4.5]dec-8-yl)methanol). Isolated yield 87.6%. RXN SMILES: [AlH4-].[Li+].[NH2:3][C:4]1([C:14](O)=[O:15])[CH2:13][CH2:12][C:7]2([O:11][CH2:10][CH2:9][O:8]2)[CH2:6][CH2:5]1>O1CCCC1>[NH2:3][C:4]1([CH2:14][OH:15])[CH2:13][CH2:12][C:7]2([O:8][CH2:9][CH2:10][O:11]2)[CH2:6][CH2:5]1 |f:0.1|. Procedure: Lithium tetrahydroaluminate (189 mg, 4.97 mmol) was added in portions to a solution of 8-amino-1,4-dioxaspiro[4.5]decane-8-carboxylic acid (from Aldrich, 0.50 g, 2.5 mmol) in tetrahydrofuran (20 mL) with stirring at about 0° C. The resulting mixture was slowly warmed to room temperature and stirred overnight. Fieser workup (0.2 mL H2O, 0.2 mL 10% NaOH, 0.6 mL H2O) was performed followed by filtration through Celite and concentrated to give 0.41 g of the desired product to be used without further... Starting materials: ClC1=C(C(=O)OC(C)C)C=C(C=C1)NC(=S)NC1=C(CCC1)C(=O)OCC (isopropyl 2-chloro-5-{3-[2-(ethoxycarbonyl)-1-cyclopenten-1-yl]thioureido}-benzoate), [Na] (sodium). The solvent is C(C)(C)O.CN(C=O)C (isopropanol dimethylformamide). Product: ClC1=C(C(=O)OC(C)C)C=C(C=C1)N1C(NC2=C(C1=O)CCC2)=S (isopropyl 2-chloro-5-(1,2,4,5,6,7-hexahydro-4-oxo-2-thioxo-3H-cyclopenta[d]pyrimidin-3-yl)benzoate). RXN SMILES: [Cl:1][C:2]1[CH:13]=[CH:12][C:11]([NH:14][C:15]([NH:17][C:18]2[CH2:22][CH2:21][CH2:20][C:19]=2[C:23]([O:25]CC)=O)=[S:16])=[CH:10][C:3]=1[C:4]([O:6][CH:7]([CH3:9])[CH3:8])=[O:5].[Na]>C(O)(C)C.CN(C)C=O>[Cl:1][C:2]1[CH:13]=[CH:12][C:11]([N:14]2[C:23](=[O:25])[C:19]3[CH2:20][CH2:21][CH2:22][C:18]=3[NH:17][C:15]2=[S:16])=[CH:10][C:3]=1[C:4]([O:6][CH:7]([CH3:9])[CH3:8])=[O:5] |f:2.3,^1:27|. Procedure: using isopropyl 2-chloro-5-{3-[2-(ethoxycarbonyl)-1-cyclopenten-1-yl]thioureido}-benzoate with sodium isopropylate in an isopropanol/dimethylformamide mixture there is obtained isopropyl 2-chloro-5-(1,2,4,5,6,7-hexahydro-4-oxo-2-thioxo-3H-cyclopenta[d]pyrimidin-3-yl)benzoate.